This data is from the Open Reaction Database (ORD), a public repository of structured organic reaction records. The task is: describe an organic reaction: reactants, conditions, products, and yield Reactants: BrC=1C=C(C=CC1)C1=CN(C=C(C1=O)C1=CC=CC=C1)C (3-(3-bromophenyl)-1-methyl-5-phenyl-4(1H)-pyridinone), FC(S(=O)(=O)OC)(F)F (methyl trifluoromethanesulfonate), CC(C)=O (2-propanone), N1C(C=CC=C1)=O (pyridinone). Run in C(Cl)(Cl)Cl (chloroform). Reaction conditions: time 8 hour. Yields the product FC(S(=O)(=O)[O-])(F)F.BrC=1C=C(C=CC1)C=1C=[N+](C=C(C1OC)C1=CC=CC=C1)C (3-(3-bromophenyl)-4-methoxy-1-methyl-5-phenylpyridinium trifluoromethanesulfonate). Reaction SMILES: [Br:1][C:2]1[CH:3]=[C:4]([C:8]2[C:13](=[O:14])[C:12]([C:15]3[CH:20]=[CH:19][CH:18]=[CH:17][CH:16]=3)=[CH:11][N:10]([CH3:21])[CH:9]=2)[CH:5]=[CH:6][CH:7]=1.[CH3:22]C(=O)C.N1C=CC=CC1=O.[F:33][C:34]([F:41])([F:40])[S:35]([O:38]C)(=[O:37])=[O:36]>C(Cl)(Cl)Cl>[F:33][C:34]([F:41])([F:40])[S:35]([O-:38])(=[O:37])=[O:36].[Br:1][C:2]1[CH:3]=[C:4]([C:8]2[CH:9]=[N+:10]([CH3:21])[CH:11]=[C:12]([C:15]3[CH:20]=[CH:19][CH:18]=[CH:17][CH:16]=3)[C:13]=2[O:14][CH3:22])[CH:5]=[CH:6][CH:7]=1 |f:5.6|. Reported procedure: A 10 g. portion of 3-(3-bromophenyl)-1-methyl-5-phenyl-4(1H)-pyridinone was made from 22 g. of the corresponding 2-propanone as described in Example 1. A 3.4 g. portion of the intermediate pyridinone was dissolved in chloroform and 1.8 g. of methyl trifluoromethanesulfonate was added. The reaction mixture was allowed to stand overnight, and the volatile portions were then evaporated under vacuum. The residue was identified as 3-(3-bromophenyl)-4-methoxy-1-methyl-5-phenylpyridinium trifluorometha...